The task is: describe an organic reaction: reactants, conditions, products, and yield. This data is from the Open Reaction Database (ORD), a public repository of structured organic reaction records. Starting materials: C(C)N(C(C)C)C(C)C (N-ethyldiisopropylamine), BrCCC (1-bromopropane), NCC1=NOC(=N1)C=1N=CN2C1CN(C(C1=C2C=CS1)=O)C (3-(3-aminomethyl-1,2,4-oxadiazol-5-yl)-5-methyl-5,6-dihydro-4H-imidazo[1,5-a]thieno[2,3-f][1,4]diazepin-6-one). The solvent is CN(C=O)C (dimethylformamide). Conditions: time 1 hour. Yields the product C(CC)N(CCC)CC1=NOC(=N1)C=1N=CN2C1CN(C(C1=C2C=CS1)=O)C (3-(3-dipropylaminomethyl-1,2,4-oxadiazol-5-yl)-5-methyl-5,6-dihydro-4H-imidazo[1,5-a]thieno[2,3-f][1,4]diazepin-6-one). Yield: 57.8%. Reaction SMILES: C(N(C(C)C)[CH:4]([CH3:6])[CH3:5])C.Br[CH2:11][CH2:12][CH3:13].[NH2:14][CH2:15][C:16]1[N:20]=[C:19]([C:21]2[N:22]=[CH:23][N:24]3[C:30]4[CH:31]=[CH:32][S:33][C:29]=4[C:28](=[O:34])[N:27]([CH3:35])[CH2:26][C:25]=23)[O:18][N:17]=1>CN(C)C=O>[CH2:11]([N:14]([CH2:15][C:16]1[N:20]=[C:19]([C:21]2[N:22]=[CH:23][N:24]3[C:30]4[CH:31]=[CH:32][S:33][C:29]=4[C:28](=[O:34])[N:27]([CH3:35])[CH2:26][C:25]=23)[O:18][N:17]=1)[CH2:5][CH2:4][CH3:6])[CH2:12][CH3:13]. Procedure: 4 ml (23.4 mmol) of N-ethyldiisopropylamine and 1.1 ml (12 mmol) of 1-bromopropane were added to a solution of 0.6 g (1.9 mmol) of 3-(3-aminomethyl-1,2,4-oxadiazol-5-yl)-5-methyl-5,6-dihydro-4H-imidazo[1,5-a]thieno[2,3-f][1,4]diazepin-6-one in 20 ml of dimethylformamide and the mixture was stirred at 70° for 1 hour. The reaction solution was subsequently evaporated, whereupon the residue was partitioned between methylene chloride and 2N sodium carbonate solution. The aqueous phase was washed thr... Starting materials: C(C=C)N1C2=NC(=NC(=C2N=C1C1=CC(=CC=C1)F)Cl)C#CC1(CCC1)O (1-{2-[9-allyl-6-chloro-8-(3-fluorophenyl)-9H-2-purinyl]-1-ethynyl}-1-cyclobutanol), O.N (ammonia water). The solvent is COCCOC (1,2-dimethoxyethane), [Cl-].[NH4+] (ammonium chloride), C(C)(=O)OCC (ethyl acetate). Product: Cl.C(C=C)N1C2=NC(=NC(=C2N=C1C1=CC(=CC=C1)F)N)CCC1(CCC1)O (1-{2-[9-Allyl-6-amino-8-(3-fluoropheyl)-9H-2-purinyl]-1-ethyl}-1-cyclobutanol hydrochloride). RXN SMILES: [CH2:1]([N:4]1[C:12]([C:13]2[CH:18]=[CH:17][CH:16]=[C:15]([F:19])[CH:14]=2)=[N:11][C:10]2[C:5]1=[N:6][C:7]([C:21]#[C:22][C:23]1([OH:27])[CH2:26][CH2:25][CH2:24]1)=[N:8][C:9]=2[Cl:20])[CH:2]=[CH2:3].O.[NH3:29]>COCCOC.[Cl-].[NH4+].C(OCC)(=O)C>[ClH:20].[CH2:1]([N:4]1[C:12]([C:13]2[CH:18]=[CH:17][CH:16]=[C:15]([F:19])[CH:14]=2)=[N:11][C:10]2[C:5]1=[N:6][C:7]([CH2:21][CH2:22][C:23]1([OH:27])[CH2:26][CH2:25][CH2:24]1)=[N:8][C:9]=2[NH2:29])[CH:2]=[CH2:3] |f:1.2,4.5,7.8|. Procedure: A suspension of 1-{2-[9-allyl-6-chloro-8-(3-fluorophenyl)-9H-2-purinyl]-1-ethynyl}-1-cyclobutanol (45 g, 116.8 mmol) in 1,2-dimethoxyethane (900 ml)/conc. ammonia water (450 ml) was stirred in an autoclave at 70° C. for 5 hours. After cooling as it was, the reaction solution was diluted with an aqueous saturated ammonium chloride solution (×1) and ethyl acetate. The organic layer was washed with a saturated aqueous ammonium chloride solution (×1), dried over anhydrous sodium sulfate, and concent... Starting materials: CO (methanol), C(C)(=O)C1=NC(=CC=C1)C(C)=O (2,6-diacetylpyridine), CC1=C(N)C=CC(=C1)C (2,4-dimethylaniline). Run in C(=O)O (formic acid). Reaction conditions: time 1 hour. Yields the product CC1=C(C=CC(=C1)C)N=C(C)C1=CC=CC(=N1)C(C)=NC1=C(C=C(C=C1)C)C (2,6-diacetylpyridine-bis(2,4-dimethylphenylimine)). The yield is 43.3%. As a reaction SMILES: CO.[C:3]([C:6]1[CH:11]=[CH:10][CH:9]=[C:8]([C:12](=O)[CH3:13])[N:7]=1)(=O)[CH3:4].[CH3:15][C:16]1[CH:22]=[C:21]([CH3:23])[CH:20]=[CH:19][C:17]=1[NH2:18]>C(O)=O>[CH3:15][C:16]1[CH:22]=[C:21]([CH3:23])[CH:20]=[CH:19][C:17]=1[N:18]=[C:3]([C:6]1[N:7]=[C:8]([C:12](=[N:18][C:17]2[CH:19]=[CH:20][C:21]([CH3:23])=[CH:22][C:16]=2[CH3:15])[CH3:13])[CH:9]=[CH:10][CH:11]=1)[CH3:4]. Reported procedure: 100 ml of methanol, 1.63 g of 2,6-diacetylpyridine (molecular weight 163.18; 10 mmols), and 4.84 g of 2,4-dimethylaniline (molecular weight 121.18; 40 mmols) were put into a 300 ml flask, and thoroughly stirred to prepare a homogeneous mixture. 0.6 ml of formic acid was added to this, and further the mixture was stirred for 12 hours to make the compounds reacted completely. The reaction mixture was left at −78° C. for 1 hour, and the resulting pale yellow crystal was taken out through filtration...